This data is from the Open Reaction Database (ORD), a public repository of structured organic reaction records. The task is: describe an organic reaction: reactants, conditions, products, and yield The reactants are CC(C)CN1CCC2(CCNC2)CC1, C[Si](C)(C)CCOCn1ccnc1CC(Cc1nccn1COCC[Si](C)(C)C)CN(CCN1CCOCC1)C(=O)c1ccc(C=O)cc1. Product: CC(C)CN1CCC2(CC1)CCN(Cc1ccc(C(=O)N(CCN3CCOCC3)CC(Cc3nccn3COCC[Si](C)(C)C)Cc3nccn3COCC[Si](C)(C)C)cc1)C2. RXN SMILES: [CH2:50]([CH:51]([CH3:52])[CH3:53])[N:54]1[CH2:55][CH2:56][C:57]2([CH2:58][CH2:59][NH:60][CH2:61]2)[CH2:62][CH2:63]1.[CH:1](=[O:2])[c:3]1[cH:4][cH:5][c:6]([C:7](=[O:8])[N:9]([CH2:10][CH:11]([CH2:12][c:13]2[n:14]([CH2:18][O:19][CH2:20][CH2:21][Si:22]([CH3:23])([CH3:24])[CH3:25])[cH:15][cH:16][n:17]2)[CH2:26][c:27]2[n:28]([CH2:32][O:33][CH2:34][CH2:35][Si:36]([CH3:37])([CH3:38])[CH3:39])[cH:29][cH:30][n:31]2)[CH2:40][CH2:41][N:42]2[CH2:43][CH2:44][O:45][CH2:46][CH2:47]2)[cH:48][cH:49]1>>[CH2:1]([c:3]1[cH:4][cH:5][c:6]([C:7](=[O:8])[N:9]([CH2:10][CH:11]([CH2:12][c:13]2[n:14]([CH2:18][O:19][CH2:20][CH2:21][Si:22]([CH3:23])([CH3:24])[CH3:25])[cH:15][cH:16][n:17]2)[CH2:26][c:27]2[n:28]([CH2:32][O:33][CH2:34][CH2:35][Si:36]([CH3:37])([CH3:38])[CH3:39])[cH:29][cH:30][n:31]2)[CH2:40][CH2:41][N:42]2[CH2:43][CH2:44][O:45][CH2:46][CH2:47]2)[cH:48][cH:49]1)[N:60]1[CH2:59][CH2:58][C:57]2([CH2:56][CH2:55][N:54]([CH2:50][CH:51]([CH3:52])[CH3:53])[CH2:63][CH2:62]2)[CH2:61]1. The reactants are CCOC(=O)c1ccc(Nc2nccc(-c3nccs3)n2)cc1, CCOC(=O)c1ccc(Nc2nccc(-c3cccnc3)n2)cc1. The product is O=C(O)c1ccc(Nc2nccc(-c3nccs3)n2)cc1. As a reaction SMILES: [CH2:1]([CH3:2])[O:3][C:4]([c:5]1[cH:6][cH:7][c:8]([NH:11][c:12]2[n:13][cH:14][cH:15][c:16](-[c:18]3[s:19][cH:20][cH:21][n:22]3)[n:17]2)[cH:9][cH:10]1)=[O:23].[CH2:24]([O:25][C:26](=[O:27])[c:28]1[cH:29][cH:30][c:31]([NH:32][c:33]2[n:34][c:35](-[c:36]3[cH:37][n:38][cH:39][cH:40][cH:41]3)[cH:42][cH:43][n:44]2)[cH:45][cH:46]1)[CH3:47]>>[O:3]=[C:4]([c:5]1[cH:6][cH:7][c:8]([NH:11][c:12]2[n:13][cH:14][cH:15][c:16](-[c:18]3[s:19][cH:20][cH:21][n:22]3)[n:17]2)[cH:9][cH:10]1)[OH:23]. Starting materials: Cc1ccc(C#N)cc1OC(F)(F)F, O=C1CCC(=O)N1Br. Product: N#Cc1ccc(CBr)c(OC(F)(F)F)c1. RXN SMILES: [CH3:1][c:2]1[c:3]([O:10][C:11]([F:12])([F:13])[F:14])[cH:4][c:5]([C:6]#[N:7])[cH:8][cH:9]1.[O:15]=[C:16]1[N:17]([Br:22])[C:18](=[O:19])[CH2:20][CH2:21]1>>[CH2:1]([c:2]1[c:3]([O:10][C:11]([F:12])([F:13])[F:14])[cH:4][c:5]([C:6]#[N:7])[cH:8][cH:9]1)[Br:22]. Reactants: solution, FC1=CC=C(CCN2CCC(CC2)N2C(C(C3=CC=C(C=C23)Br)=O)=O)C=C1 (1-[1-(4-fluorophenethyl)-piperidin-4-yl]-2,3-dioxo-6-bromoindoline), C(C)(=O)OCC (ethyl acetate), resultant mixture, C([O-])(O)=O.[Na+] (sodium bicarbonate). The solvent is O1CCCC1 (tetrahydrofuran), O1CCCC1 (tetrahydrofuran). Run at time 8 hour. Product: FC1=CC=C(CCN2CCC(CC2)NC2=CC(=CC=C2)Br)C=C1 (1-(4-fluorophenethyl)-4-(3-bromophenyl)aminopiperidine). Isolated yield 60.2%. As a reaction SMILES: [F:1][C:2]1[CH:27]=[CH:26][C:5]([CH2:6][CH2:7][N:8]2[CH2:13][CH2:12][CH:11]([N:14]3[C:22]4[C:17](=[CH:18][CH:19]=[C:20]([Br:23])[CH:21]=4)C(=O)C3=O)[CH2:10][CH2:9]2)=[CH:4][CH:3]=1.C(=O)(O)[O-].[Na+].C(OCC)(=O)C>O1CCCC1>[F:1][C:2]1[CH:3]=[CH:4][C:5]([CH2:6][CH2:7][N:8]2[CH2:13][CH2:12][CH:11]([NH:14][C:22]3[CH:17]=[CH:18][CH:19]=[C:20]([Br:23])[CH:21]=3)[CH2:10][CH2:9]2)=[CH:26][CH:27]=1 |f:1.2|. Procedure details: Under ice cooling, a 1 M solution (69 ml) of a borane/tetrahydrofuran complex in tetrahydrofuran was added dropwise into a solution of 1-[1-(4-fluorophenethyl)-piperidin-4-yl]-2,3-dioxo-6-bromoindoline (7.4 g) in tetrahydrofuran (150 ml) followed by stirring at room temperature overnight and heating under reflux for 3 hr. Into the reaction solution was carefully added dropwise a saturated aqueous solution of sodium bicarbonate. Then ethyl acetate was added to the resultant mixture and the organi... Reactants: CI, COC(=O)Cc1ccc(OC)cc1, CC(C)[N-]C(C)C, [Li+], C1CCOC1. Product: COC(=O)C(C)c1ccc(OC)cc1. RXN SMILES: [CH3:22][I:23].[CH3:9][O:10][c:11]1[cH:12][cH:13][c:14]([CH2:17][C:18](=[O:19])[O:20][CH3:21])[cH:15][cH:16]1.[CH:1]([N-:2][CH:3]([CH3:4])[CH3:5])([CH3:6])[CH3:7].[Li+:8].[O:24]1[CH2:25][CH2:26][CH2:27][CH2:28]1>>[CH3:1][CH:17]([c:14]1[cH:13][cH:12][c:11]([O:10][CH3:9])[cH:16][cH:15]1)[C:18](=[O:19])[O:20][CH3:21]. Solvent: O (water). RXN SMILES: Cl.Cl.Cl.NC1C(N)=C(C)C=CC=1OCC(O)CNC(C)(C)C.C(Cl)(Cl)=O.Cl.[OH:28][CH:29]([CH2:43][NH:44][C:45]([CH3:48])([CH3:47])[CH3:46])[CH2:30][O:31][C:32]1[C:40]2[NH:39][C:38](=[O:41])[NH:37][C:36]=2[C:35]([CH3:42])=[CH:34][CH:33]=1>O>[OH:28][CH:29]([CH2:43][NH:44][C:45]([CH3:48])([CH3:47])[CH3:46])[CH2:30][O:31][C:32]1[C:40]2[NH:39][C:38](=[O:41])[NH:37][C:36]=2[C:35]([CH3:42])=[CH:34][CH:33]=1 |f:0.1.2.3,5.6|. Yields the product OC(COC1=CC=C(C=2NC(NC21)=O)C)CNC(C)(C)C (4-(2-Hydroxy-3-tert.-butylaminopropoxy)-7-methyl-2-benzimidazolinone). Procedure details: 8.0 g. 2,3-Diamino-1-(2-hydroxy-3-tert.-butylaminopropoxy)-4-methylbenzene trihydrochloride are dissolved in 220 ml. water. Phosgene is passed into the solution and the precipitated crystals are filtered off with suction. After recrystallisation thereof from ethanol, with the addition of active charcoal, there are obtained 3.55 g. (54% of theory) 4-(2-hydroxy-3-tert.-butylaminopropoxy)-7-methyl-2-benzimidazolinone hydrochloride, the decomposition point of which is 312° C. Reactants: Cl.Cl.Cl.NC1=C(C=CC(=C1N)C)OCC(CNC(C)(C)C)O (2,3-Diamino-1-(2-hydroxy-3-tert.-butylaminopropoxy)-4-methylbenzene trihydrochloride), C(=O)(Cl)Cl (Phosgene), Cl.OC(COC1=CC=C(C=2NC(NC21)=O)C)CNC(C)(C)C (4-(2-hydroxy-3-tert.-butylaminopropoxy)-7-methyl-2-benzimidazolinone hydrochloride). Starting materials: [Al+3], COC(=O)c1cc(N(C)S(=O)(=O)c2cccs2)c(C)s1, [H-], [H-], [H-], [H-], [Li+], [Na+], C1CCOC1, [OH-], O. Yields the product Cc1sc(CO)cc1N(C)S(=O)(=O)c1cccs1. Reaction SMILES: [Al+3:22].[CH3:1][c:2]1[c:3]([N:11]([S:12](=[O:13])(=[O:14])[c:15]2[s:16][cH:17][cH:18][cH:19]2)[CH3:20])[cH:4][c:5]([C:7](=[O:8])[O:9][CH3:10])[s:6]1.[H-:21].[H-:24].[H-:25].[H-:26].[Li+:23].[Na+:29].[O:30]1[CH2:31][CH2:32][CH2:33][CH2:34]1.[OH-:28].[OH2:27]>>[CH3:1][c:2]1[c:3]([N:11]([S:12](=[O:13])(=[O:14])[c:15]2[s:16][cH:17][cH:18][cH:19]2)[CH3:20])[cH:4][c:5]([CH2:7][OH:8])[s:6]1.